From a dataset of the Open Reaction Database (ORD), a public repository of structured organic reaction records. describe an organic reaction: reactants, conditions, products, and yield The reactants are COC=1C=C2C=CC(=CC2=CC1)[C@@H](CO)C ((S)-2-(6-methoxy-naphthalen-2-yl)-propan-ol), ClC(C(=O)N=C=O)(Cl)Cl (trichloroacetyl isocyanate), CO (MeOH), C([O-])([O-])=O.[K+].[K+] (potassium carbonate). Solvent: C(Cl)Cl (CH2Cl2), O (water). Run at time 1 hour. Yields the product COC=1C=C2C=CC(=CC2=CC1)[C@@H](COC(N)=O)C (carbamic acid (S)-2-(6-methoxy-naphthalen-2-yl)-propyl ester). The yield is 57.3%. Reaction SMILES: [CH3:1][O:2][C:3]1[CH:4]=[C:5]2[C:10](=[CH:11][CH:12]=1)[CH:9]=[C:8]([C@H:13]([CH3:16])[CH2:14][OH:15])[CH:7]=[CH:6]2.ClC(Cl)(Cl)[C:19]([N:21]=C=O)=[O:20].CO.C(=O)([O-])[O-].[K+].[K+]>C(Cl)Cl.O>[CH3:1][O:2][C:3]1[CH:4]=[C:5]2[C:10](=[CH:11][CH:12]=1)[CH:9]=[C:8]([C@H:13]([CH3:16])[CH2:14][O:15][C:19](=[O:20])[NH2:21])[CH:7]=[CH:6]2 |f:3.4.5|. Procedure: To (S)-2-(6-methoxy-naphthalen-2-yl)-propan-ol (8.0 g, 37 mmol) in CH2Cl2 (200 mL) at 0° C. under N2 was added trichloroacetyl isocyanate (5.5 mL, 44 mmol). After the mixture was stirred at room temperature for 1 hr, the solvent was concentrated. The residue was treated MeOH (300 mL), water (40 mL) and potassium carbonate (21 g, 0.15 mol) and stirred at RT for 2 hrs to form white precipitate. The precipitate was collected by filtration and dissolved with CH2Cl2. The organic phase was washed with... Starting materials: CCC(C)=O, O=C1CN(Cc2ccccc2F)CC(=O)N1CCCCl, FC(F)(F)c1cccc(N2CCNCC2)c1, [I-], [Na+], [Na+], [Na+], O=C([O-])[O-], O=C(O)C(O)c1ccccc1. Product: O=C1CN(Cc2ccccc2F)CC(=O)N1CCCN1CCN(c2cccc(C(F)(F)F)c2)CC1. Reaction SMILES: [CH3:56][C:57](=[O:58])[CH2:59][CH3:60].[Cl:9][CH2:10][CH2:11][CH2:12][N:13]1[C:14](=[O:28])[CH2:15][N:16]([CH2:20][c:21]2[c:22]([F:27])[cH:23][cH:24][cH:25][cH:26]2)[CH2:17][C:18]1=[O:19].[F:29][C:30]([c:31]1[cH:32][c:33]([N:37]2[CH2:38][CH2:39][NH:40][CH2:41][CH2:42]2)[cH:34][cH:35][cH:36]1)([F:43])[F:44].[I-:8].[Na+:1].[Na+:2].[Na+:7].[O-:3][C:4](=[O:5])[O-:6].[OH:45][CH:46]([c:47]1[cH:48][cH:49][cH:50][cH:51][cH:52]1)[C:53](=[O:54])[OH:55]>>[CH2:10]([CH2:11][CH2:12][N:13]1[C:14](=[O:28])[CH2:15][N:16]([CH2:20][c:21]2[c:22]([F:27])[cH:23][cH:24][cH:25][cH:26]2)[CH2:17][C:18]1=[O:19])[N:40]1[CH2:39][CH2:38][N:37]([c:33]2[cH:32][c:31]([C:30]([F:29])([F:43])[F:44])[cH:36][cH:35][cH:34]2)[CH2:42][CH2:41]1.